Dataset: the Open Reaction Database (ORD), a public repository of structured organic reaction records. Task: describe an organic reaction: reactants, conditions, products, and yield Reactants: O=C([O-])[O-], CN1C(=O)CCC2(C)c3ccc(S)cc3CCC12, CN(C)C=O, CCOC(C)=O, CCc1cccc2sc(Cl)nc12, [K+], [K+]. Yields the product CCc1cccc2sc(Sc3ccc4c(c3)CCC3N(C)C(=O)CCC43C)nc12. Reaction SMILES: [C:19](=[O:20])([O-:21])[O-:22].[CH3:1][N:2]1[C:3](=[O:18])[CH2:4][CH2:5][C:6]2([CH3:17])[c:7]3[c:8]([cH:12][c:13]([SH:16])[cH:14][cH:15]3)[CH2:9][CH2:10][CH:11]12.[CH3:37][N:38]([CH3:39])[CH:40]=[O:41].[CH3:42][CH2:43][O:44][C:45](=[O:46])[CH3:47].[Cl:25][c:26]1[s:27][c:28]2[c:29]([n:30]1)[c:31]([CH2:35][CH3:36])[cH:32][cH:33][cH:34]2.[K+:23].[K+:24]>>[CH3:1][N:2]1[C:3](=[O:18])[CH2:4][CH2:5][C:6]2([CH3:17])[c:7]3[c:8]([cH:12][c:13]([S:16][c:26]4[s:27][c:28]5[c:29]([n:30]4)[c:31]([CH2:35][CH3:36])[cH:32][cH:33][cH:34]5)[cH:14][cH:15]3)[CH2:9][CH2:10][CH:11]12. Reactants: C(C)(=O)OC(C)=O (acetic anhydride), C(C)(=O)Cl (acetyl chloride), C1(CCCCC1)C=O (cyclohexanecarbaldehyde), [N+](=O)([O-])C(C)O (nitroethanol), ice, 0.5, Cl (hydrochloric acid). Solvent: CCOCC (ether), C(C)N(CC)CC (triethylamine). Reaction conditions: temperature 0 celsius, time 10 hour. The product is C1(CCCCC1)C(C(COC(C)=O)[N+](=O)[O-])OC(C)=O (1-cyclohexyl-2-nitro-1,3-diacetoxypropane). Yield: 77.3%. RXN SMILES: [CH:1]1([CH:7]=[O:8])[CH2:6][CH2:5][CH2:4][CH2:3][CH2:2]1.[N+:9]([CH:12](O)[CH3:13])([O-:11])=[O:10].Cl.[C:16]([O:19]C(=O)C)(=[O:18])[CH3:17].[C:23](Cl)(=[O:25])[CH3:24]>CCOCC.C(N(CC)CC)C>[CH:1]1([CH:7]([O:8][C:23](=[O:25])[CH3:24])[CH:12]([N+:9]([O-:11])=[O:10])[CH2:13][O:19][C:16](=[O:18])[CH3:17])[CH2:6][CH2:5][CH2:4][CH2:3][CH2:2]1. Reported procedure: 9.5 g (0.049 moles) of cyclohexanecarbaldehyde and 4.5 g (0.049 moles) of nitroethanol are introduced into a flask equipped with a stirrer and a thermometer. 0.3 ml of triethylamine are added, and the mixture is stirred at 0° C. for 10 hours. 15 ml of 0.5 n hydrochloric acid are introduced, the mixture is stirred for 30 minutes, thereafter 40 ml of ether are added and the mixture is stirred for additional 10 minutes. The etheral phase is separated and the aqueous phase is extracted twice with 20... Reactants: BrBr (Bromine), CC1=CC=C(C=C1)N1N=C2C3=C(CCC2CC1=O)C=NC=C3 (4,4a,5,6-Tetrahydro-2-(4-methylphenyl)pyrido[3,4-h]cinnolin-3(2H)-one), C(O)([O-])=O.[Na+] (sodium hydrogen carbonate). Run at temperature 80 celsius, time 16 hour. Solvent: C(C)(=O)O (acetic acid). RXN SMILES: [CH3:1][C:2]1[CH:7]=[CH:6][C:5]([N:8]2[C:17](=[O:18])[CH2:16][CH:15]3[C:10]([C:11]4[CH:22]=[CH:21][N:20]=[CH:19][C:12]=4[CH2:13][CH2:14]3)=[N:9]2)=[CH:4][CH:3]=1.BrBr.C(=O)([O-])O.[Na+]>C(O)(=O)C>[CH3:1][C:2]1[CH:7]=[CH:6][C:5]([N:8]2[C:17](=[O:18])[CH:16]=[C:15]3[C:10]([C:11]4[CH:22]=[CH:21][N:20]=[CH:19][C:12]=4[CH2:13][CH2:14]3)=[N:9]2)=[CH:4][CH:3]=1 |f:2.3|. Yield: 25.2%. Procedure: 4,4a,5,6-Tetrahydro-2-(4-methylphenyl)pyrido[3,4-h]cinnolin-3(2H)-one (0.14 g; from Example 1 above) was dissolved in acetic acid (2 ml) and heated to 80° C. Bromine (0.027 ml) was added dropwise and the solution stirred for 16 hours. The reaction was cooled to room temperature, poured into aqueous sodium hydrogen carbonate and extracted thrice with dichloromethane. The organics were washed with sodium thiosulphate solution and brine, dried, filtered and concentrated. The product was adsorbed on... Yields the product CC1=CC=C(C=C1)N1N=C2C3=C(CCC2=CC1=O)C=NC=C3 (5,6-Dihydro-2-(4-methylphenyl)pyrido[3,4-h]cinnolin-3(2H)-one). The reactants are ClC1=NC(=CC(=C1)COC1=C(C=C2C(=NC=NC2=C1)OC1=CC=CC=C1)OC)OC (7-((2-chloro-6-methoxy-4-pyridyl)methoxy)-6-methoxy-4-phenoxyquinazoline), N (ammonia). The solvent is Cl (hydrochloric acid). Yields the product ClC1=CC(=CC(N1)=O)COC1=C(C=C2C(NC=NC2=C1)=O)OC (7-((6-chloro-2-oxo-1,2-dihydropyrid-4-yl)methoxy)-6-methoxy-3,4-dihydroquinazolin-4-one). Isolated yield 59.9%. RXN SMILES: [Cl:1][C:2]1[CH:7]=[C:6]([CH2:8][O:9][C:10]2[CH:19]=[C:18]3[C:13]([C:14]([O:20]C4C=CC=CC=4)=[N:15][CH:16]=[N:17]3)=[CH:12][C:11]=2[O:27][CH3:28])[CH:5]=[C:4]([O:29]C)[N:3]=1.N>Cl>[Cl:1][C:2]1[NH:3][C:4](=[O:29])[CH:5]=[C:6]([CH2:8][O:9][C:10]2[CH:19]=[C:18]3[C:13]([C:14](=[O:20])[NH:15][CH:16]=[N:17]3)=[CH:12][C:11]=2[O:27][CH3:28])[CH:7]=1. Procedure details: A mixture of 7-((2-chloro-6-methoxy-4-pyridyl)methoxy)-6-methoxy-4-phenoxyquinazoline (400 mg, 0.95 mmol) and 2M hydrochloric acid (20 ml) was heated at reflux for 3 hours. The mixture was allowed to cool and adjusted to pH6-7 with aqueous ammonia solution. The resulting precipitate was collected by filtration washed with water and dried to give crude 7-((6-chloro-2-oxo-1,2-dihydropyrid-4-yl)methoxy)-6-methoxy-3,4-dihydroquinazolin-4-one (190 mg, 60%).